Dataset: the Open Reaction Database (ORD), a public repository of structured organic reaction records. Task: describe an organic reaction: reactants, conditions, products, and yield The reactants are C1COCCO1, Fc1ccc(F)c(C(Sc2ccc(Cl)cc2)c2cc(Cl)ncc2Cl)c1, NCCc1ccccn1. Yields the product Fc1ccc(F)c(C(Sc2ccc(Cl)cc2)c2cc(NCCc3ccccn3)ncc2Cl)c1. RXN SMILES: [CH2:35]1[O:36][CH2:37][CH2:38][O:39][CH2:40]1.[Cl:1][c:2]1[n:3][cH:4][c:5]([Cl:25])[c:6]([CH:8]([c:9]2[c:10]([F:16])[cH:11][cH:12][c:13]([F:15])[cH:14]2)[S:17][c:18]2[cH:19][cH:20][c:21]([Cl:24])[cH:22][cH:23]2)[cH:7]1.[n:26]1[c:27]([CH2:32][CH2:33][NH2:34])[cH:28][cH:29][cH:30][cH:31]1>>[c:2]1([NH:34][CH2:33][CH2:32][c:27]2[n:26][cH:31][cH:30][cH:29][cH:28]2)[n:3][cH:4][c:5]([Cl:25])[c:6]([CH:8]([c:9]2[c:10]([F:16])[cH:11][cH:12][c:13]([F:15])[cH:14]2)[S:17][c:18]2[cH:19][cH:20][c:21]([Cl:24])[cH:22][cH:23]2)[cH:7]1. Reaction SMILES: [Br:1][c:2]1[n:3][cH:4][c:5]([CH:6]=[O:7])[cH:8][cH:9]1.[C:15]12([CH2:16][S:17]([OH:18])(=[O:19])=[O:20])[C:21]([CH3:22])([CH3:23])[CH:24]([CH2:25][CH2:26]1)[CH2:27][C:28]2=[O:29].[CH2:10]([CH2:11][CH2:12][OH:13])[OH:14].[CH3:31][c:32]1[cH:33][cH:34][cH:35][cH:36][cH:37]1.[CH3:38][CH2:39][CH2:40][CH2:41][CH2:42][CH3:43].[CH3:44][CH2:45][O:46][CH2:47][CH3:48].[OH2:30]>>[Br:1][c:2]1[n:3][cH:4][c:5]([CH:6]2[O:7][CH2:10][CH2:11][CH2:12][O:13]2)[cH:8][cH:9]1. Product: Brc1ccc(C2OCCCO2)cn1. The reactants are O=Cc1ccc(Br)nc1, CC1(C)C2CCC1(CS(=O)(=O)O)C(=O)C2, OCCCO, Cc1ccccc1, CCCCCC, CCOCC, O. Starting materials: C(C)(C)(C)[Si](N1CCC=2C1=NC=C(C2)SCC)(C)C (1-(tert-butyl-dimethyl-silanyl)-5-ethylsulfanyl-2,3-dihydro-1H-pyrrolo[2,3-b]pyridine), ClC=1C(C(=C(C(C1Cl)=O)C#N)C#N)=O (2,3-dichloro-5,6-dicyano-1,4-benzoquinone). Solvent: ClCCl (dichloromethane). Run at time 12 hour. The product is C(C)(C)(C)[Si](N1C=CC=2C1=NC=C(C2)SCC)(C)C (1-(tert-butyl-dimethyl-silanyl)-5-ethylsulfanyl-1H-pyrrolo[2,3-b]pyridine). Isolated yield 22.5%. RXN SMILES: [C:1]([Si:5]([CH3:19])([CH3:18])[N:6]1[C:10]2=[N:11][CH:12]=[C:13]([S:15][CH2:16][CH3:17])[CH:14]=[C:9]2[CH2:8][CH2:7]1)([CH3:4])([CH3:3])[CH3:2].ClC1C(=O)C(C#N)=C(C#N)C(=O)C=1Cl>ClCCl>[C:1]([Si:5]([CH3:19])([CH3:18])[N:6]1[C:10]2=[N:11][CH:12]=[C:13]([S:15][CH2:16][CH3:17])[CH:14]=[C:9]2[CH:8]=[CH:7]1)([CH3:3])([CH3:4])[CH3:2]. Reported procedure: To a solution of 1-(tert-butyl-dimethyl-silanyl)-5-ethylsulfanyl-2,3-dihydro-1H-pyrrolo[2,3-b]pyridine (2.2 g, 7.6 mmol) in dichloromethane (50 mL) was added 2,3-dichloro-5,6-dicyano-1,4-benzoquinone (2.07 g, 9.1 mmol) at room temperature. After stirring for 12 h at room temperature, the mixture was concentrated. The residue. was purified by flash column chromatography (Qingdao silica gel, 300 mesh, 11% dichloromethane/hexanes) to afford 1-(tert-butyl-dimethyl-silanyl)-5-ethylsulfanyl-1H-pyrrolo... As a reaction SMILES: [CH3:23][CH2:24][O:25][C:26]([CH3:27])=[O:28].[CH:6]([CH3:7])([CH3:8])[c:9]1[nH:10][c:11]2[cH:12][cH:13][cH:14][cH:15][c:16]2[cH:17]1.[O:18]=[CH:19][N:20]([CH3:21])[CH3:22].[P:1]([Cl:2])([Cl:3])([Cl:4])=[O:5]>>[CH:6]([CH3:7])([CH3:8])[c:9]1[nH:10][c:11]2[cH:12][cH:13][cH:14][cH:15][c:16]2[c:17]1[CH:19]=[O:18]. The reactants are CCOC(C)=O, CC(C)c1cc2ccccc2[nH]1, CN(C)C=O, O=P(Cl)(Cl)Cl. The product is CC(C)c1[nH]c2ccccc2c1C=O.